Dataset: the Open Reaction Database (ORD), a public repository of structured organic reaction records. Task: describe an organic reaction: reactants, conditions, products, and yield Starting materials: NC1=CC=C(C=C1)[C@@H](C)NC(COC1=CC=C(C=C1)C(C)(C)C)=O (N-[(1R)-1-(4-aminophenyl)ethyl]-2-(4-tert-butylphenoxy)acetamide), CS(=O)(=O)Cl (methanesulfonyl chloride). Run in N1=CC=CC=C1 (pyridine). Run at temperature 0 celsius, time 3 hour. The product is C(C)(C)(C)C1=CC=C(OCC(=O)N[C@H](C)C2=CC=C(C=C2)NS(=O)(=O)C)C=C1 (2-(4-tert-Butylphenoxy)-N-((1R)-1-{4-[(methylsulfonyl)amino]phenyl}ethyl)acetamide). Yield: 29.0%. RXN SMILES: [NH2:1][C:2]1[CH:7]=[CH:6][C:5]([C@H:8]([NH:10][C:11](=[O:24])[CH2:12][O:13][C:14]2[CH:19]=[CH:18][C:17]([C:20]([CH3:23])([CH3:22])[CH3:21])=[CH:16][CH:15]=2)[CH3:9])=[CH:4][CH:3]=1.[CH3:25][S:26](Cl)(=[O:28])=[O:27]>N1C=CC=CC=1>[C:20]([C:17]1[CH:16]=[CH:15][C:14]([O:13][CH2:12][C:11]([NH:10][C@@H:8]([C:5]2[CH:6]=[CH:7][C:2]([NH:1][S:26]([CH3:25])(=[O:28])=[O:27])=[CH:3][CH:4]=2)[CH3:9])=[O:24])=[CH:19][CH:18]=1)([CH3:23])([CH3:22])[CH3:21]. Procedure: To a pyridine (5.0 ml) solution of N-[(1R)-1-(4-aminophenyl)ethyl]-2-(4-tert-butylphenoxy)acetamide (420 mg, 1.0 mmol), methanesulfonyl chloride (114 mg, 1.0 mmol) was added at 0° C. and the mixture was stirred for 3 hours at 0° C. The reaction mixture was then quenched with 2 M HCl and then crude products were extracted with methylene dichloride The organic layer was then washed with brine, dried over Na2SO4. After filtration to separate solvent and sodium sulfate, the solvent was removed under... The reactants are NC1=C(C(=NN1)C1=CC=C(C=C1)OC1=CC=CC=C1)C(=O)N (5-amino-3-(4-phenoxyphenyl)-1H-pyrazole-4-carboxamide), C(C)OC(CC(=O)C1CCN(CC1)C(=O)OC(C)(C)C)=O (tert-butyl 4-(3-ethoxy-3-oxopropanoyl)piperidine-1-carboxylate). Run in CC(=O)O (HOAc). Reaction conditions: temperature 90 celsius, time 16 hour. Yields the product O=C1NC=2N(C(=C1)C1CCNCC1)N=C(C2C(=O)N)C2=CC=C(C=C2)OC2=CC=CC=C2 (5-oxo-2-(4-phenoxyphenyl)-7-(piperidin-4-yl)-4,5-dihydropyrazolo[1,5-a]pyrimidine-3-carboxamide). Yield: 49.9%. As a reaction SMILES: [NH2:1][C:2]1[NH:6][N:5]=[C:4]([C:7]2[CH:12]=[CH:11][C:10]([O:13][C:14]3[CH:19]=[CH:18][CH:17]=[CH:16][CH:15]=3)=[CH:9][CH:8]=2)[C:3]=1[C:20]([NH2:22])=[O:21].C([O:25][C:26](=O)[CH2:27][C:28]([CH:30]1[CH2:35][CH2:34][N:33](C(OC(C)(C)C)=O)[CH2:32][CH2:31]1)=O)C>CC(O)=O>[O:25]=[C:26]1[CH:27]=[C:28]([CH:30]2[CH2:35][CH2:34][NH:33][CH2:32][CH2:31]2)[N:6]2[N:5]=[C:4]([C:7]3[CH:8]=[CH:9][C:10]([O:13][C:14]4[CH:19]=[CH:18][CH:17]=[CH:16][CH:15]=4)=[CH:11][CH:12]=3)[C:3]([C:20]([NH2:22])=[O:21])=[C:2]2[NH:1]1. Procedure details: A mixture of 5-amino-3-(4-phenoxyphenyl)-1H-pyrazole-4-carboxamide (412 mg, 1.4 mmol) and tert-butyl 4-(3-ethoxy-3-oxopropanoyl)piperidine-1-carboxylate (420 mg, 1.4 mmol) in HOAc (20 mL) was stirred at 90° C. for 16 hr. The solvent was removed under vacuum, and the residue was partitioned between aq. NaHCO3 and ethyl acetate. The organic layer was washed with brine, dried over Na2SO4 and concentrated under vacuum. The residue was purified by Pre-HPLC eluting from 25% to 90% CH3CN in 0.1% TFA in...